The task is: describe an organic reaction: reactants, conditions, products, and yield. This data is from the Open Reaction Database (ORD), a public repository of structured organic reaction records. The product is Cc1ccc(C(N)=O)cc1-c1ccc2c(N3CCOCC3)nncc2c1. RXN SMILES: [CH2:28]1[O:29][CH2:30][CH2:31][O:32][CH2:33]1.[CH3:1][c:2]1[c:3](-[c:11]2[cH:12][c:13]3[cH:14][n:15][n:16][c:17]([N:21]4[CH2:22][CH2:23][O:24][CH2:25][CH2:26]4)[c:18]3[cH:19][cH:20]2)[cH:4][c:5]([C:6](=[O:7])[OH:8])[cH:9][cH:10]1.[CH3:47][CH2:48][O:49][C:50]([CH3:51])=[O:52].[CH:34]([N:37]([CH:35]([CH3:36])[CH3:38])[CH2:39][CH3:40])([CH3:41])[CH3:42].[NH3:27].[S:43]([Cl:44])([Cl:45])=[O:46]>>[CH3:1][c:2]1[c:3](-[c:11]2[cH:12][c:13]3[cH:14][n:15][n:16][c:17]([N:21]4[CH2:22][CH2:23][O:24][CH2:25][CH2:26]4)[c:18]3[cH:19][cH:20]2)[cH:4][c:5]([C:6](=[O:7])[NH2:37])[cH:9][cH:10]1. Starting materials: C1COCCO1, Cc1ccc(C(=O)O)cc1-c1ccc2c(N3CCOCC3)nncc2c1, CCOC(C)=O, CCN(C(C)C)C(C)C, N, O=S(Cl)Cl.